This data is from the Open Reaction Database (ORD), a public repository of structured organic reaction records. The task is: describe an organic reaction: reactants, conditions, products, and yield Reaction SMILES: O=[C:2](Cl)[O:3][C:4](Cl)(Cl)Cl.[NH2:9][C@H:10]([C:14]([OH:16])=[O:15])[CH:11]([CH3:13])[CH3:12].C>O1CCOCC1>[N-:9]=[C:4]=[O:3].[CH3:2][O:15][C:14](=[O:16])[C@H:10]([CH:11]([CH3:13])[CH3:12])[NH2:9] |f:4.5|. Run in O1CCOCC1 (dioxane). Reported procedure: 0.35 mol diphosgene is added dropwise over 1 hour to a mixture of 0.28 mol of the methyl ester of valine and 0.4 g activated charcoal in 400 mL dioxane under N2. The reaction mixture is then heated and stirred at reflux for 21/2 hours. The reaction mixture is then cooled, filtered, and concentrated to dryness by rotary evaporator, keeping exposure to moisture to a minimum. The crude product is re-dissolved in 100 mL THF, and the pH of the solution is adjusted to 5.5-6.0 by addition of pyridine. ... Reactants: O=C(OC(Cl)(Cl)Cl)Cl (diphosgene), methyl ester, N[C@@H](C(C)C)C(=O)O (valine), C (charcoal). The product is [N-]=C=O.COC([C@@H](N)C(C)C)=O (valine methyl ester isocyanate). The reactants are FC(C1=CC=C(COC2=C(C=CC=C2)CCl)C=C1)(F)F (1-(4-trifluoromethyl-benzyloxy)-2-chloromethyl-benzene), COC(CC=1C2=C(SC1)C=C(C=C2)O)=O ((6-hydroxy-benzo[b]thiophen-3-yl)acetic acid methyl ester), COC(CC=1C2=C(SC1)C=C(C=C2)OCC2=CC=C(C=C2)OCC2=CC=C(C=C2)C(F)(F)F)=O ({6-[4-(4-Trifluoromethyl-benzyloxy)-benzyloxy]-benzo[b]thiophen-3-yl}-acetic acid methyl ester). Product: FC(C1=CC=C(COC2=C(COC=3C=CC4=C(SC=C4CC(=O)O)C3)C=CC=C2)C=C1)(F)F ({6-[2-(4-Trifluoromethyl-benzyloxy)-benzyloxy]-benzo[b]thiophen-3-yl}-acetic acid). RXN SMILES: [F:1][C:2]([F:20])([F:19])[C:3]1[CH:18]=[CH:17][C:6]([CH2:7][O:8][C:9]2[CH:14]=[CH:13][CH:12]=[CH:11][C:10]=2[CH2:15]Cl)=[CH:5][CH:4]=1.C[O:22][C:23](=[O:35])[CH2:24][C:25]1[C:26]2[CH:33]=[CH:32][C:31]([OH:34])=[CH:30][C:27]=2[S:28][CH:29]=1.COC(=O)CC1C2C=CC(OCC3C=CC(OCC4C=CC(C(F)(F)F)=CC=4)=CC=3)=CC=2SC=1>>[F:1][C:2]([F:20])([F:19])[C:3]1[CH:18]=[CH:17][C:6]([CH2:7][O:8][C:9]2[CH:14]=[CH:13][CH:12]=[CH:11][C:10]=2[CH2:15][O:34][C:31]2[CH:32]=[CH:33][C:26]3[C:25]([CH2:24][C:23]([OH:35])=[O:22])=[CH:29][S:28][C:27]=3[CH:30]=2)=[CH:5][CH:4]=1. Procedure details: The title compound was prepared from compounds 7B and 5C in a manner analogous to compound 5F. MS m/z 487 (M+1).